From a dataset of the Open Reaction Database (ORD), a public repository of structured organic reaction records. describe an organic reaction: reactants, conditions, products, and yield The reactants are COC=1C=C(C(=CC1)N)N (4-Methoxybenzene-1,2-diamine), COC(C1=CC=C(C=C1)C=O)=O (4-formylbenzoic acid methyl ester), S([O-])(O)=O.[Na+] (sodium bisulphite). The solvent is CO (methanol). The product is COC(C1=CC=C(C=C1)C1=NC2=C(N1)C=C(C=C2)OC)=O (4-(6-Methoxy-1H-benzoimidazol-2-yl)-benzoic acid methyl ester). The yield is 66.2%. As a reaction SMILES: [CH3:1][O:2][C:3]1[CH:4]=[C:5]([NH2:10])[C:6]([NH2:9])=[CH:7][CH:8]=1.[CH3:11][O:12][C:13](=[O:22])[C:14]1[CH:19]=[CH:18][C:17]([CH:20]=O)=[CH:16][CH:15]=1.S(=O)(O)[O-].[Na+]>CO>[CH3:11][O:12][C:13](=[O:22])[C:14]1[CH:19]=[CH:18][C:17]([C:20]2[NH:10][C:5]3[CH:4]=[C:3]([O:2][CH3:1])[CH:8]=[CH:7][C:6]=3[N:9]=2)=[CH:16][CH:15]=1 |f:2.3|. Procedure: 4-Methoxybenzene-1,2-diamine (1.96 g, 14.2 mmol), 4-formylbenzoic acid methyl ester (2.33 g, 14.2 mmol) and sodium bisulphite (1.55 g, 14.9 mmol) were refluxed in methanol (50 mL) for 3 h, then evaporated to dryness. The solid residue was partitioned between dichloromethane and water. The organic layer was dried, evaporated and purified by column chromatography, eluting with. The title compound (2.65 g, 9.40 mmol, 66%) was obtained as a dark solid. Reactants: BrCc1ccc(-c2ccccn2)cc1, CCOC(=O)C1CC(C(Cc2ccccc2)NC(=O)OC(C)(C)C)OC1=O, CC[O-], CCO, [Na+], O, O=C(O)CC(O)(CC(=O)O)C(=O)O. The product is CC(C)(C)OC(=O)NC(Cc1ccccc1)C1CC(Cc2ccc(-c3ccccn3)cc2)C(=O)O1. RXN SMILES: [Br:32][CH2:33][c:34]1[cH:35][cH:36][c:37](-[c:40]2[n:41][cH:42][cH:43][cH:44][cH:45]2)[cH:38][cH:39]1.[CH2:1]([O:2][C:4](=[O:3])[CH:6]1[C:7](=[O:27])[O:8][CH:9]([CH:11]([CH2:12][c:13]2[cH:14][cH:15][cH:16][cH:17][cH:18]2)[NH:19][C:20](=[O:21])[O:22][C:23]([CH3:24])([CH3:25])[CH3:26])[CH2:10]1)[CH3:5].[CH3:28][CH2:29][O-:30].[CH3:59][CH2:60][OH:61].[Na+:31].[OH2:62].[OH:46][C:47]([CH2:48][C:49]([C:50](=[O:51])[OH:52])([CH2:53][C:54](=[O:55])[OH:56])[OH:57])=[O:58]>>[CH2:4]([CH:6]1[C:7](=[O:27])[O:8][CH:9]([CH:11]([CH2:12][c:13]2[cH:14][cH:15][cH:16][cH:17][cH:18]2)[NH:19][C:20](=[O:21])[O:22][C:23]([CH3:24])([CH3:25])[CH3:26])[CH2:10]1)[c:34]1[cH:35][cH:36][c:37](-[c:40]2[n:41][cH:42][cH:43][cH:44][cH:45]2)[cH:38][cH:39]1. The product is C=CCn1c(=O)oc(=O)c2ccc(F)cc21. The reactants are C=CCI, O=c1[nH]c2cc(F)ccc2c(=O)o1, [H-], [Na+], CN(C)C=O, O. Reaction SMILES: [CH2:16]([CH:17]=[CH2:18])[I:19].[F:1][c:2]1[cH:3][c:4]2[c:5]([c:6](=[O:11])[o:7][c:8](=[O:10])[nH:9]2)[cH:12][cH:13]1.[H-:14].[Na+:15].[O:20]=[CH:21][N:22]([CH3:23])[CH3:24].[OH2:25]>>[F:1][c:2]1[cH:3][c:4]2[c:5]([c:6](=[O:11])[o:7][c:8](=[O:10])[n:9]2[CH2:18][CH:17]=[CH2:16])[cH:12][cH:13]1. Reactants: C1(=C(C=CC=C1)N)N (o-phenylenediamine), C([O-])([O-])=O.[Na+].[Na+] (sodium carbonate), C(C)C1=CC=C(C(=O)O)C=C1 (p-ethylbenzoic acid), polyphosphoric acid. Solvent: O (water). Conditions: time 4 hour. The product is C(C)C1=CC=C(C=C1)C=1NC2=C(N1)C=CC=C2 (2-(p-ethylphenyl) benzimidazole). Reaction SMILES: [C:1]1([NH2:8])[CH:6]=[CH:5][CH:4]=[CH:3][C:2]=1[NH2:7].[CH2:9]([C:11]1[CH:19]=[CH:18][C:14]([C:15](O)=O)=[CH:13][CH:12]=1)[CH3:10].C(=O)([O-])[O-].[Na+].[Na+]>O>[CH2:9]([C:11]1[CH:19]=[CH:18][C:14]([C:15]2[NH:7][C:2]3[CH:3]=[CH:4][CH:5]=[CH:6][C:1]=3[N:8]=2)=[CH:13][CH:12]=1)[CH3:10] |f:2.3.4|. Reported procedure: 5.5 g. of o-phenylenediamine, 7.6 g. of p-ethylbenzoic acid and 40 g. of polyphosphoric acid were heated at 160°-180° C. under a nitrogen gas current with stirring for 4 hours. The reaction mixture was diluted with 400 ml. of water and then neutralized with sodium carbonate. The resulting crystals were filtered off, dried and recrystallized from ethyl acetate. 8.2 g. (73% of theory) of the product was obtained. M.P. 258°-258.4° C. Starting materials: C1CCOC1, CCOC(=O)CP(=O)(OCC)OCC, [Cl-], [H-], [NH4+], [Na+], O=CCC1CCOCC1. Product: CCOC(=O)C=CCC1CCOCC1. As a reaction SMILES: [CH2:28]1[O:29][CH2:30][CH2:31][CH2:32]1.[CH3:3][CH2:4][O:5][C:6](=[O:7])[CH2:8][P:9]([O:10][CH2:11][CH3:12])([O:13][CH2:14][CH3:15])=[O:16].[Cl-:26].[H-:1].[NH4+:27].[Na+:2].[O:17]1[CH2:18][CH2:19][CH:20]([CH2:23][CH:24]=[O:25])[CH2:21][CH2:22]1>>[CH3:3][CH2:4][O:5][C:6](=[O:7])[CH:8]=[CH:24][CH2:23][CH:20]1[CH2:19][CH2:18][O:17][CH2:22][CH2:21]1. The reactants are C(C1=CC=CC=C1)OC=1C2=C(C=3CN(C(C3C1)=O)C(=O)OC(C)(C)C)O[C@]13[C@](C2)([C@H](CC[C@H]1C([C@H](CC3)O)(C)C)C)C ((6aR,7S,9aS,11S,13aS)-5-benzyloxy-2-(t-butoxycarbonyl)-2,3,6,6a,7,8,9,9a,10,11,12,13-dodecahydro-11-hydroxy-6a,7, 10, 10-tetramethyl-3-oxo-1H-benzo[8,8a][1]benzopyrano[2,3-e]isoindole). Reagents/catalysts: [C].[Pd] (palladium-carbon). The solvent is CO (methanol). Reaction conditions: time 2.5 hour. Product: C(C)(C)(C)OC(=O)N1C(C=2C=C(C3=C(C2C1)O[C@]12[C@](C3)([C@H](CC[C@H]1C([C@H](CC2)O)(C)C)C)C)O)=O ((6aR,7S,9aS,11S,13aS)-2-(t-butoxycarbonyl)-2,3,6,6a,7,8,9,9a,10,11,12,13-dodecahydro-5,11-dihydroxy-6a,7,10,10-tetramethyl-3-oxo-1H-benzo[8,8a][1]benzopyrano[2,3-e]isoindole). The yield is 90.9%. As a reaction SMILES: C([O:8][C:9]1[C:10]2[CH2:29][C@:28]3([CH3:42])[C@@H:30]([CH3:41])[CH2:31][CH2:32][C@H:33]4[C:34]([CH3:40])([CH3:39])[C@@H:35]([OH:38])[CH2:36][CH2:37][C@@:27]34[O:26][C:11]=2[C:12]2[CH2:13][N:14]([C:19]([O:21][C:22]([CH3:25])([CH3:24])[CH3:23])=[O:20])[C:15](=[O:18])[C:16]=2[CH:17]=1)C1C=CC=CC=1>CO.[C].[Pd]>[C:22]([O:21][C:19]([N:14]1[CH2:13][C:12]2[C:11]3[O:26][C@@:27]45[CH2:37][CH2:36][C@H:35]([OH:38])[C:34]([CH3:40])([CH3:39])[C@@H:33]4[CH2:32][CH2:31][C@H:30]([CH3:41])[C@@:28]5([CH3:42])[CH2:29][C:10]=3[C:9]([OH:8])=[CH:17][C:16]=2[C:15]1=[O:18])=[O:20])([CH3:24])([CH3:23])[CH3:25] |f:2.3|. Procedure details: To a solution of Compound (39a) (Step-1 in Example 44) (303 mg, 0.53 mmol) in 10 ml of methanol containing 1% water was added 30 mg of 10% palladium-carbon, followed by catalytic reduction under atomospheric pressure for 2.5 hours. After the catalyst was removed by filtration, the filtrate was concentrated under reduced pressure. The residue was purified by a column chromatography (silica gel 5 g; ethyl acetate) to give 234 mg (91%) of Compound (55a). Reactants: COC1=CC=C(C=C1)C1C(C1C(=O)O)C(=O)O (3-(4-methoxyphenyl)cyclopropane-1,2-dicarboxylic acid). Run in CC(=O)OC(=O)C (Ac2O). The product is COC1=CC=C(C=C1)C1C2C(OC(C12)=O)=O (6-(4-Methoxyphenyl)-3-oxabicyclo[3.1.0]hexane-2,4-dione). Reaction SMILES: [CH3:1][O:2][C:3]1[CH:8]=[CH:7][C:6]([CH:9]2[CH:11]([C:12]([OH:14])=O)[CH:10]2[C:15]([OH:17])=[O:16])=[CH:5][CH:4]=1>CC(OC(C)=O)=O>[CH3:1][O:2][C:3]1[CH:4]=[CH:5][C:6]([CH:9]2[CH:10]3[CH:11]2[C:12](=[O:14])[O:17][C:15]3=[O:16])=[CH:7][CH:8]=1. Reported procedure: A mixture of 3-(4-methoxyphenyl)cyclopropane-1,2-dicarboxylic acid (crude product from the previous step) in Ac2O (20 mL) was heated under reflux for 1 h. Excess Ac2O was removed under reduced pressure. The crude product was used in the next step without further purification.